Dataset: the Open Reaction Database (ORD), a public repository of structured organic reaction records. Task: describe an organic reaction: reactants, conditions, products, and yield Starting materials: CO, COC(=O)C1OC(C(Cl)(Cl)Cl)NC1c1ccccc1, [Li+], [OH-], O, O. Product: O=C(O)C1OC(C(Cl)(Cl)Cl)NC1c1ccccc1. As a reaction SMILES: [CH3:24][OH:25].[CH3:4][O:5][C:6](=[O:7])[CH:8]1[CH:9]([c:17]2[cH:18][cH:19][cH:20][cH:21][cH:22]2)[NH:10][CH:11]([C:13]([Cl:14])([Cl:15])[Cl:16])[O:12]1.[Li+:3].[OH-:2].[OH2:1].[OH2:23]>>[O:5]=[C:6]([OH:7])[CH:8]1[CH:9]([c:17]2[cH:18][cH:19][cH:20][cH:21][cH:22]2)[NH:10][CH:11]([C:13]([Cl:14])([Cl:15])[Cl:16])[O:12]1. Reactants: CCOC(C)=O, CN(C)C(=O)CCl, O=Cc1c(Cl)cc(O)cc1Cl, CN(C)C=O, O. The product is CN(C)C(=O)COc1cc(Cl)c(C=O)c(Cl)c1. RXN SMILES: [CH3:20][CH2:21][O:22][C:23]([CH3:24])=[O:25].[Cl:12][CH2:13][C:14](=[O:15])[N:16]([CH3:17])[CH3:18].[Cl:1][c:2]1[c:3]([CH:4]=[O:5])[c:6]([Cl:11])[cH:7][c:8]([OH:10])[cH:9]1.[O:26]=[CH:27][N:28]([CH3:29])[CH3:30].[OH2:19]>>[Cl:1][c:2]1[c:3]([CH:4]=[O:5])[c:6]([Cl:11])[cH:7][c:8]([O:10][CH2:13][C:14](=[O:15])[N:16]([CH3:17])[CH3:18])[cH:9]1.